This data is from the Open Reaction Database (ORD), a public repository of structured organic reaction records. The task is: describe an organic reaction: reactants, conditions, products, and yield Reactants: CC1(OC(NC2=C1C=C(C=C2)B(O)O)=O)C ((1,4-dihydro-4,4-dimethyl-2-oxo-2H-3,1-benzoxazin-6-yl)boronic acid), BrC=1C=C(OC1)C#N (4-bromo-2-furancarbonitrile). Product: CC1(C2=C(NC(O1)=O)C=CC(=C2)C=2C=C(OC2)C#N)C (4-(4,4-Dimethyl-2-oxo-1,4-dihydro-2H-benzo[d][1,3]oxazin-6-yl)-furan-2-carbonitrile). As a reaction SMILES: [CH3:1][C:2]1([CH3:16])[C:7]2[CH:8]=[C:9](B(O)O)[CH:10]=[CH:11][C:6]=2[NH:5][C:4](=[O:15])[O:3]1.Br[C:18]1[CH:19]=[C:20]([C:23]#[N:24])[O:21][CH:22]=1>>[CH3:1][C:2]1([CH3:16])[O:3][C:4](=[O:15])[NH:5][C:6]2[CH:11]=[CH:10][C:9]([C:18]3[CH:19]=[C:20]([C:23]#[N:24])[O:21][CH:22]=3)=[CH:8][C:7]1=2. Procedure: Prepared from (1,4-dihydro-4,4-dimethyl-2-oxo-2H-3,1-benzoxazin-6-yl)boronic acid and 4-bromo-2-furancarbonitrile according to Procedure B. Off-white solid: mp 255-256° C. 1H-NMR (DMSO-d6) δ 10.32 (s, 1H, D2O exchangeable), 8.57 (s, 1H), 8.15 (s, 1H), 7.61 (s, 1H), 7.55 (dd, 1H, J=8.3, 1.5 Hz), 6.92 (d, 1H, J=8.2 Hz), 1.65 (s, 6H); MS (ESI) m/z 269(M+H, 72%). Anal. Calc. For C15H12N2O3: C, 67.16; H, 4.51; N, 10.44. Found: C, 67.14; H, 4.59; N, 10.07. As a reaction SMILES: [Br:1][c:2]1[c:3](-[c:8]2[s:9][cH:10][cH:11][n:12]2)[c:4]([NH2:7])[s:5][cH:6]1.[O:13]=[C:14]1[N:15]([CH2:24][C:25](=[O:26])[OH:27])[c:16]2[cH:17][cH:18][cH:19][n:20][c:21]2[CH2:22][CH2:23]1>>[Br:1][c:2]1[c:3](-[c:8]2[s:9][cH:10][cH:11][n:12]2)[c:4]([NH:7][C:25]([CH2:24][N:15]2[C:14](=[O:13])[CH2:23][CH2:22][c:21]3[c:16]2[cH:17][cH:18][cH:19][n:20]3)=[O:26])[s:5][cH:6]1. The product is O=C(CN1C(=O)CCc2ncccc21)Nc1scc(Br)c1-c1nccs1. Reactants: Nc1scc(Br)c1-c1nccs1, O=C(O)CN1C(=O)CCc2ncccc21. Yield: 92.9%. Product: FC=1C=C2C(C(NC2=CC1)=O)C(=O)OC (5-fluoro-3-methoxycarbonyloxindole). Procedure: In a flask made of glass equipped with a stirrer, a thermometer and a gas inlet tube and having an inner volume of 100 ml were charged 3.93 g (14.2 mmol) of dimethyl 2-(5-fluoro-2-nitrophenyl)malonate synthesized according to Example 1 with a purity of 98%, 0.5 g (0.12 mmol as a palladium atom) of 5% by weight palladium/carbon (49% hydrated product) and 50 ml of ethyl acetate under argon atmosphere. Then, the inner system was replaced with hydrogen, and the mixture was reacted under a hydrogen p... Starting materials: FC=1C=CC(=C(C1)C(C(=O)OC)C(=O)OC)[N+](=O)[O-] (dimethyl 2-(5-fluoro-2-nitrophenyl)malonate), [H][H] (hydrogen). Reagents/catalysts: [Pd] (palladium/carbon). Solvent: C(C)(=O)OCC (ethyl acetate). Reaction SMILES: [F:1][C:2]1[CH:3]=[CH:4][C:5]([N+:17]([O-])=O)=[C:6]([CH:8]([C:13]([O:15][CH3:16])=[O:14])[C:9](OC)=[O:10])[CH:7]=1.[H][H]>[Pd].C(OCC)(=O)C>[F:1][C:2]1[CH:7]=[C:6]2[C:5](=[CH:4][CH:3]=1)[NH:17][C:9](=[O:10])[CH:8]2[C:13]([O:15][CH3:16])=[O:14]. Starting materials: C(C)N(CCCN1N=C(C2=CC(=CC=C12)O)N)CC (1-(3-diethylaminopropyl)-3-amino-5-hydroxyindazole), Cl (hydrogen chloride), C(C)OCC (diethyl ether). The solvent is C(C)O (ethyl alcohol). The product is Cl.Cl.C(C)N(CCCN1N=C(C2=CC(=CC=C12)O)N)CC (1-(3-diethylaminopropyl)-3 -amino-5-hydroxyindazole dihydrochloride). As a reaction SMILES: [CH2:1]([N:3]([CH2:18][CH3:19])[CH2:4][CH2:5][CH2:6][N:7]1[C:15]2[C:10](=[CH:11][C:12]([OH:16])=[CH:13][CH:14]=2)[C:9]([NH2:17])=[N:8]1)[CH3:2].[ClH:20].C(OCC)C>C(O)C>[ClH:20].[ClH:20].[CH2:18]([N:3]([CH2:1][CH3:2])[CH2:4][CH2:5][CH2:6][N:7]1[C:15]2[C:10](=[CH:11][C:12]([OH:16])=[CH:13][CH:14]=2)[C:9]([NH2:17])=[N:8]1)[CH3:19] |f:4.5.6|. Procedure details: In 50 ml of absolute ethyl alcohol was dissolved 4.0 g of 1-(3-diethylaminopropyl)-3-amino-5-hydroxyindazole, and into the solution was introduced dried hydrogen chloride gas under cooling with ice. To the solution was added anhydrous diethyl ether to separate crystals. Then the crystals were obtained by filtration and dried to give 1-(3-diethylaminopropyl)-3 -amino-5-hydroxyindazole dihydrochloride having the following analytical value. Reactants: C(C)(C)(C)OC(=O)N1C[C@@H](CC1)C#N ((R)-3-Cyano-pyrrolidine-1-carboxylic acid tert-butyl ester), Cl.NO (hydroxylamine hydrochloride), C(=O)(O)[O-].[Na+] (NaHCO3). Solvent: CO (MeOH). Conditions: time 4 hour. Product: C(C)(C)(C)OC(=O)N1C[C@@H](CC1)C(NO)=N ((R)-3-(N-hydroxycarbamimidoyl)-pyrrolidine-1-carboxylic acid tert-butyl ester). Isolated yield 77.8%. Reaction SMILES: [C:1]([O:5][C:6]([N:8]1[CH2:12][CH2:11][C@@H:10]([C:13]#[N:14])[CH2:9]1)=[O:7])([CH3:4])([CH3:3])[CH3:2].Cl.[NH2:16][OH:17].C([O-])(O)=O.[Na+]>CO>[C:1]([O:5][C:6]([N:8]1[CH2:12][CH2:11][C@@H:10]([C:13](=[NH:14])[NH:16][OH:17])[CH2:9]1)=[O:7])([CH3:4])([CH3:3])[CH3:2] |f:1.2,3.4|. Reported procedure: (R)-3-Cyano-pyrrolidine-1-carboxylic acid tert-butyl ester (1.02 g, 5.2 mmol), hydroxylamine hydrochloride (396 mg, 5.7 mmol) and NaHCO3 (487 mg, 5.8 mmol) were added to MeOH (12 mL) and the solution was heated to reflux. After 4 h, the reaction was concentrated in vacuo. The residue was partitioned between EtOAc and brine. The layers were separated and the organic layer was dried over Na2SO4, filtered and concentrated to yield 927 mg of crude (R)-3-(N-hydroxycarbamimidoyl)-pyrrolidine-1-carboxy... The reactants are C(C1=CC=CC=C1)OCC=1NC(=C(N1)C(F)(F)F)C=1C(=CC(=C(C(=O)OC)C1)C)C (methyl 5-(2-((benzyloxy)methyl)-4-(trifluoromethyl)-1H-imidazol-5-yl)-2,4-dimethylbenzoate), C(C1=CC=CC=C1)OCC=1NC(=C(N1)C(F)(F)F)C=1C(=CC(=C(C(=O)OC)C1)C)C (methyl 5-(2-((benzyloxy)methyl)-4-(trifluoromethyl)-1H-imidazol-5-yl)-2,4-dimethylbenzoate), [OH-].[NH4+] (ammonium hydroxide). Reaction conditions: temperature 60 celsius, time 2 hour. Product: C(#N)C=1N=C(NC1C=1C(=CC(=C(C(=O)OC)C1)C)C)CO (Methyl 5-(4-cyano-2-(hydroxymethyl)-1H-imidazol-5-yl)-2,4-dimethylbenzoate). Yield: 92.0%. As a reaction SMILES: C([O:8][CH2:9][C:10]1[NH:11][C:12]([C:19]2[C:20]([CH3:30])=[CH:21][C:22]([CH3:29])=[C:23]([CH:28]=2)[C:24]([O:26][CH3:27])=[O:25])=[C:13]([C:15](F)(F)F)[N:14]=1)C1C=CC=CC=1.[OH-].[NH4+:32]>>[C:15]([C:13]1[N:14]=[C:10]([CH2:9][OH:8])[NH:11][C:12]=1[C:19]1[C:20]([CH3:30])=[CH:21][C:22]([CH3:29])=[C:23]([CH:28]=1)[C:24]([O:26][CH3:27])=[O:25])#[N:32] |f:1.2|. Procedure: Into a 50-mL round-bottom flask, was placed a solution of methyl 5-(2-((benzyloxy)methyl)-4-(trifluoromethyl)-1H-imidazol-5-yl)-2,4-dimethylbenzoate (compound 219.4, 100 mg, 0.30 mmol) in ammonium hydroxide (5%) (30 mL). The reaction mixture was stirred for 2 h at 60° C. The reaction mixture was extracted with 2×50 mL of dichloromethane, the organic layers combined, dried over anhydrous sodium sulfate and concentrated under reduced pressure. This resulted in 80 mg (92%) of the title compound as ... The reactants are BrCCCCN1CSC2(C1=O)CCCC2 (3-(4-bromobutyl)-1-thia-3-azaspiro[4.4]-nonan-4-one), Cl.S1N=C(C2=C1C=CC=C2)N2CCNCC2 (1-(1,2-benzisothiazol-3-yl)piperazine hydrochloride), C(=O)([O-])[O-].[K+].[K+] (K2CO3), [Na+].[I-] (NaI). Solvent: C(C)#N (acetonitrile). Product: S1N=C(C2=C1C=CC=C2)N2CCN(CC2)CCCCN2CSC1(C2=O)CCCC1 (3-[4-[1-(1,2-Benzisothiazol-3-yl)-4-piperazinyl]butyl]-1-thia-3-azaspiro[4.4]nonan-4-one). The yield is 33.9%. As a reaction SMILES: Br[CH2:2][CH2:3][CH2:4][CH2:5][N:6]1[C:10](=[O:11])[C:9]2([CH2:15][CH2:14][CH2:13][CH2:12]2)[S:8][CH2:7]1.Cl.[S:17]1[C:21]2[CH:22]=[CH:23][CH:24]=[CH:25][C:20]=2[C:19]([N:26]2[CH2:31][CH2:30][NH:29][CH2:28][CH2:27]2)=[N:18]1.C([O-])([O-])=O.[K+].[K+].[Na+].[I-]>C(#N)C>[S:17]1[C:21]2[CH:22]=[CH:23][CH:24]=[CH:25][C:20]=2[C:19]([N:26]2[CH2:27][CH2:28][N:29]([CH2:2][CH2:3][CH2:4][CH2:5][N:6]3[C:10](=[O:11])[C:9]4([CH2:15][CH2:14][CH2:13][CH2:12]4)[S:8][CH2:7]3)[CH2:30][CH2:31]2)=[N:18]1 |f:1.2,3.4.5,6.7|. Procedure details: A mixture of 3-(4-bromobutyl)-1-thia-3-azaspiro[4.4]-nonan-4-one (4.50 g), 1-(1,2-benzisothiazol-3-yl)piperazine hydrochloride (4.33 g), K2CO3 (7.45 g) and NaI (560 mg), in acetonitrile (220 ml) was heated at 65° C. for 14.5 hours and the product was processed in substantially the same manner as in Example 10 to afford 2.25 g of crystals, m.p. 200°-203° C. Yields the product CC(C)(CO)N1CCNCC1. Starting materials: CC(C)(C)OC(=O)N1CCN(C(C)(C)CO)CC1, ClCCl, O=C(O)C(F)(F)F. As a reaction SMILES: [C:1]([O:2][C:3](=[O:4])[N:8]1[CH2:9][CH2:10][N:11]([C:14]([CH2:15][OH:16])([CH3:17])[CH3:18])[CH2:12][CH2:13]1)([CH3:5])([CH3:6])[CH3:7].[Cl:26][CH2:27][Cl:28].[F:19][C:20]([F:21])([F:22])[C:23]([OH:24])=[O:25]>>[NH:8]1[CH2:9][CH2:10][N:11]([C:14]([CH2:15][OH:16])([CH3:17])[CH3:18])[CH2:12][CH2:13]1. As a reaction SMILES: C(=O)([O-])[O-].[K+].[K+].C(OC(=O)[C@H](CC1C=CC(N(N)C(=O)C2C=C(CN(C=O)C)C=CC=2C(OCC)=O)=CC=1)NC(=O)C1C([Cl:21])=CC=CC=1Cl)(C)C.C(OC(=O)[C@H](CC1C=CC(N2C(=O)C3C(=CC=C(CN(C=O)C)C=3)NC2=O)=CC=1)NC(=O)C1C(Cl)=CC=CC=1Cl)(C)C.C1(C)C=CC(S(OC)(=O)=O)=CC=1.[CH:106]([O:109][C:110](=[O:148])[C@H:111]([CH2:123][C:124]1[CH:129]=[CH:128][C:127]([N:130]2[C:139](=[O:140])[C:138]3[C:133](=[CH:134][CH:135]=[C:136]([CH2:141][N:142](C=O)[CH3:143])[CH:137]=3)[N:132]([CH3:146])[C:131]2=[O:147])=[CH:126][CH:125]=1)[NH:112][C:113](=[O:122])[C:114]1[C:119]([Cl:120])=[CH:118][CH:117]=[CH:116][C:115]=1[Cl:121])([CH3:108])[CH3:107].Cl>>[CH:106]([O:109][C:110](=[O:148])[C@H:111]([CH2:123][C:124]1[CH:125]=[CH:126][C:127]([N:130]2[C:139](=[O:140])[C:138]3[C:133](=[CH:134][CH:135]=[C:136]([CH2:141][NH:142][CH3:143])[CH:137]=3)[N:132]([CH3:146])[C:131]2=[O:147])=[CH:128][CH:129]=1)[NH:112][C:113](=[O:122])[C:114]1[C:119]([Cl:120])=[CH:118][CH:117]=[CH:116][C:115]=1[Cl:121])([CH3:108])[CH3:107].[ClH:21] |f:0.1.2|. The product is C(C)(C)OC([C@@H](NC(C1=C(C=CC=C1Cl)Cl)=O)CC1=CC=C(C=C1)N1C(N(C2=CC=C(C=C2C1=O)CNC)C)=O)=O (Nα-(2,6-dichlorobenzoyl)-4-{1-methyl-6-(N-methyl-aminomethyl)-quinazoline-2,4[1H,3H]-dion-3-yl}-L-phenylalanine isopropyl ester), Cl (hydrochloride). Starting materials: C(C)(C)OC([C@@H](NC(C1=C(C=CC=C1Cl)Cl)=O)CC1=CC=C(C=C1)N(C(C1=C(C=CC(=C1)CN(C)C=O)C(=O)OCC)=O)N)=O (Nα-(2,6-dichlorobenzoyl)-4-{2-ethoxycarbonyl-amino-5-(N-formyl-N-methylaminomethyl)benzoylamino}-L-phenylalanine isopropyl ester), C(C)(C)OC([C@@H](NC(C1=C(C=CC=C1Cl)Cl)=O)CC1=CC=C(C=C1)N(C(C1=C(C=CC(=C1)CN(C)C=O)C(=O)OCC)=O)N)=O (Nα-(2,6-dichlorobenzoyl)-4-{2-ethoxycarbonyl-amino-5-(N-formyl-N-methylaminomethyl)benzoylamino}-L-phenylalanine isopropyl ester), isopropyl ester, Cl (hydrogen chloride), isopropyl ester, ( 4-4 ), C([O-])([O-])=O.[K+].[K+] (potassium carbonate), C(C)(C)OC([C@@H](NC(C1=C(C=CC=C1Cl)Cl)=O)CC1=CC=C(C=C1)N1C(N(C2=CC=C(C=C2C1=O)CN(C)C=O)C)=O)=O (Nα-(2,6-dichlorobenzoyl)-4-{1-methyl-6-(N-formyl-N-methyl-aminomethyl)-quinazoline-2,4[1H,3H]-dion-3-yl}-L-phenylalanine isopropyl ester), C1(=CC=C(C=C1)S(=O)(=O)OC)C (methyl p-toluene-sulfonate), ( 5-4 ), isopropyl ester, C(C)(C)OC([C@@H](NC(C1=C(C=CC=C1Cl)Cl)=O)CC1=CC=C(C=C1)N1C(NC2=CC=C(C=C2C1=O)CN(C)C=O)=O)=O (Nα-(2,6-dichlorobenzoyl)-4-{6-(N-formyl-N-methyl-aminomethyl)quinazoline-2,4[1H,3H]-dion-3-yl}-L-phenylalanine isopropyl ester). Reported procedure: In addition, it is preferred that a compound of Formula (3-4), in which R41 is a 2,6-dichlorophenyl group and R42 is an isopropyl group, is reacted with a compound of Formula (2-4) in which R43′ is an N-formyl-N-methyl-aminomethyl group and R45 is an ethyl group to thus form Nα-(2,6-dichlorobenzoyl)-4-{2-ethoxycarbonyl-amino-5-(N-formyl-N-methylaminomethyl)benzoylamino}-L-phenylalanine isopropyl ester of Formula (4-4) in which R41 is a 2,6-dichlorophenyl group, R42 is an isopropyl group, R43′ is...